The task is: describe an organic reaction: reactants, conditions, products, and yield. This data is from the Open Reaction Database (ORD), a public repository of structured organic reaction records. Starting materials: O=C([O-])[O-], COc1ccc(CCNc2cc(Cl)nc(OC)n2)cc1, [Cs+], [Cs+], OB(O)c1ccc2c(c1)CCO2, c1ccc(P(c2ccccc2)(c2ccccc2)[Pd](P(c2ccccc2)(c2ccccc2)c2ccccc2)(P(c2ccccc2)(c2ccccc2)c2ccccc2)P(c2ccccc2)(c2ccccc2)c2ccccc2)cc1. Yields the product COc1ccc(CCNc2cc(-c3ccc4c(c3)CCO4)nc(OC)n2)cc1. As a reaction SMILES: [C:33](=[O:34])([O-:35])[O-:36].[Cl:1][c:2]1[cH:3][c:4]([NH:10][CH2:11][CH2:12][c:13]2[cH:14][cH:15][c:16]([O:19][CH3:20])[cH:17][cH:18]2)[n:5][c:6]([O:8][CH3:9])[n:7]1.[Cs+:37].[Cs+:38].[O:21]1[CH2:22][CH2:23][c:24]2[c:25]1[cH:26][cH:27][c:28]([B:30]([OH:31])[OH:32])[cH:29]2.[cH:39]1[cH:40][cH:41][c:42]([P:43]([Pd:44]([P:45]([c:46]2[cH:47][cH:48][cH:49][cH:50][cH:51]2)([c:52]2[cH:53][cH:54][cH:55][cH:56][cH:57]2)[c:58]2[cH:59][cH:60][cH:61][cH:62][cH:63]2)([P:64]([c:65]2[cH:66][cH:67][cH:68][cH:69][cH:70]2)([c:71]2[cH:72][cH:73][cH:74][cH:75][cH:76]2)[c:77]2[cH:78][cH:79][cH:80][cH:81][cH:82]2)[P:83]([c:84]2[cH:85][cH:86][cH:87][cH:88][cH:89]2)([c:90]2[cH:91][cH:92][cH:93][cH:94][cH:95]2)[c:96]2[cH:97][cH:98][cH:99][cH:100][cH:101]2)([c:102]2[cH:103][cH:104][cH:105][cH:106][cH:107]2)[c:108]2[cH:109][cH:110][cH:111][cH:112][cH:113]2)[cH:114][cH:115]1>>[c:2]1(-[c:28]2[cH:27][cH:26][c:25]3[c:24]([cH:29]2)[CH2:23][CH2:22][O:21]3)[cH:3][c:4]([NH:10][CH2:11][CH2:12][c:13]2[cH:14][cH:15][c:16]([O:19][CH3:20])[cH:17][cH:18]2)[n:5][c:6]([O:8][CH3:9])[n:7]1. Starting materials: C(C1=CC=CC=C1)NC=1C=C(C(=O)O)C=C(C1C1=CC=CC=C1)[N+](=O)[O-] (3-benzylamino-5-nitro-4-phenylbenzoic acid), S(=O)([O-])S(=O)[O-].[Na+].[Na+] (sodium dithionite). Solvent: N1=CC=CC=C1 (pyridine), O (water). Yields the product NC=1C(=C(C=C(C(=O)O)C1)NCC1=CC=CC=C1)C1=CC=CC=C1 (5-amino-3-benzylamino-4-phenylbenzoic acid). RXN SMILES: [CH2:1]([NH:8][C:9]1[CH:10]=[C:11]([CH:15]=[C:16]([N+:24]([O-])=O)[C:17]=1[C:18]1[CH:23]=[CH:22][CH:21]=[CH:20][CH:19]=1)[C:12]([OH:14])=[O:13])[C:2]1[CH:7]=[CH:6][CH:5]=[CH:4][CH:3]=1.S(S([O-])=O)([O-])=O.[Na+].[Na+]>N1C=CC=CC=1.O>[NH2:24][C:16]1[C:17]([C:18]2[CH:23]=[CH:22][CH:21]=[CH:20][CH:19]=2)=[C:9]([NH:8][CH2:1][C:2]2[CH:7]=[CH:6][CH:5]=[CH:4][CH:3]=2)[CH:10]=[C:11]([CH:15]=1)[C:12]([OH:14])=[O:13] |f:1.2.3|. Procedure details: To a stirred solution of 3-benzylamino-5-nitro-4-phenylbenzoic acid (3.0 g) in a mixture of pyridine (15 ml) and water (15 ml), sodium dithionite (6.0 g) is added in portions during about 15 minutes. The mixture is heated on a steam bath for about 30 minutes, and is then evaporated in vacuo. The residue is treated with cold 1 N acetic acid (about 50 ml) and after cooling, the resulting precipitate is collected by filtration, washed with water and dried. After recrystallization twice from aqueous... Starting materials: C(CCC)N(CCCC)CCCC (tributylamine), ClC1=C(CCl)C=CC(=C1)Cl (2,4-dichlorobenzyl chloride), C(C)(C)O (isopropanol), C(C)(C)O (isopropanol), C(CCC)N(CCCC)CCCC (tributylamine), crude product. The solvent is O (water). Yields the product [Cl-].C(CCC)[N+](CC1=C(C=C(C=C1)Cl)Cl)(CCCC)CCCC (tributyl-2,4-dichlorobenzylammonium chloride). The yield is 67.0%. RXN SMILES: [CH2:1]([N:5]([CH2:10][CH2:11][CH2:12][CH3:13])[CH2:6][CH2:7][CH2:8][CH3:9])[CH2:2][CH2:3][CH3:4].[Cl:14][C:15]1[CH:22]=[C:21]([Cl:23])[CH:20]=[CH:19][C:16]=1[CH2:17]Cl.C(O)(C)C>O>[Cl-:14].[CH2:10]([N+:5]([CH2:1][CH2:2][CH2:3][CH3:4])([CH2:6][CH2:7][CH2:8][CH3:9])[CH2:17][C:16]1[CH:19]=[CH:20][C:21]([Cl:23])=[CH:22][C:15]=1[Cl:14])[CH2:11][CH2:12][CH3:13] |f:4.5|. Reported procedure: One hundred eighty-five and four-tenths parts of tributylamine and 97.8 parts of 2,4-dichlorobenzyl chloride were mixed with 78.5 parts of isopropanol and placed in a reactor equipped with a stirrer, condenser and thermometer. The mixture was heated for 6 hours with stirring at 80° C. after which the isopropanol and excess tributylamine were removed by distillation at 2 mm. and 80° C. 124.2 parts of crude product were obtained. The crude product was dissolved in 300 parts of water, and the water... Starting materials: ice, Cl (hydrochloric acid), C(=O)N1CCCCC1 (N-formylpiperidine), C(C)(C)(C)[Li] (tert-butyllithium), CN1C2=CC=CC=C2SC=2C=CC=CC12 (10-methylphenothiazine), CN(CCN(C)C)C (N,N,N',N'-tetramethylethylenediamine). Run in C(C)OCC (diethyl ether), C(C)OCC (diethyl ether). Run at time 18 hour. Yields the product CN1C2=CC=CC=C2SC=2C(=CC=CC12)C=O (10-methylphenothiazine-4-carbaldehyde). The yield is 74.4%. RXN SMILES: C([Li])(C)(C)C.[CH3:6][N:7]1[C:20]2[CH:19]=[CH:18][CH:17]=[CH:16][C:15]=2[S:14][C:13]2[C:8]1=[CH:9][CH:10]=[CH:11][CH:12]=2.CN(C)CCN(C)C.[CH:29](N1CCCCC1)=[O:30].Cl>C(OCC)C>[CH3:6][N:7]1[C:8]2[CH:9]=[CH:10][CH:11]=[C:12]([CH:29]=[O:30])[C:13]=2[S:14][C:15]2[C:20]1=[CH:19][CH:18]=[CH:17][CH:16]=2. Procedure details: 21.7 ml of tert-butyllithium solution (1.4M in pentane) were slowly added dropwise under argon at -78° to a solution of 5.0 g (23.4 mmol) of 10-methylphenothiazine in 10 ml of absolute diethyl ether and 7 ml of freshly distilled N,N,N',N'-tetramethylethylenediamine. The reaction mixture was subsequently brought slowly to room temperature, stirred for 18 hours, then cooled to 0° and thereupon treated with 3.90 ml (35.1 mmol) of N-formylpiperidine. The reaction mixture was stirred at room temperat... The reactants are CN1CC2CCC(C=C2CC1)=O (2-Methyl-1,2,3,4,6,7,8,8a-octahydroisoquinol-6-one). The reagents and catalysts are [Pd] (Pd/C). The solvent is C(C)O (ethanol). Product: CN1C[C@H]2CCC(C[C@H]2CC1)=O (cis-2-Methyl-1,3,4,4a,5,7,8,8a-octahydro-6(2H)-isoquinolone). Reaction SMILES: [CH3:1][N:2]1[CH2:11][CH2:10][C:9]2[CH:4]([CH2:5][CH2:6][C:7](=[O:12])[CH:8]=2)[CH2:3]1>C(O)C.[Pd]>[CH3:1][N:2]1[CH2:11][CH2:10][C@H:9]2[C@H:4]([CH2:5][CH2:6][C:7](=[O:12])[CH2:8]2)[CH2:3]1. Procedure details: 2-Methyl-1,2,3,4,6,7,8,8a-octahydroisoquinol-6-one (3.30 g) in ethanol (75 ml) was hydrogenated at 60 p.s.i. in the presence of 5% Pd/C (0.5) for 2.5 hours. The catalyst was filtered off and the filtrate evaporated to give a light brown oil. The reactants are CC1=NC2=CC=C3C(=C2C=C1)O[C@H](CO3)COS(=O)(=O)C3=CC=C(C=C3)Br ((2R)-4-bromobenzenesulfonic acid 8-methyl-2,3-dihydro-[1,4]dioxino[2,3-f]quinolin-2-ylmethyl ester), N1CC(C1)CC1=CNC2=CC=CC=C12 (3-azetidin-3-ylmethyl-1H-indole). The product is N1C=C(C2=CC=CC=C12)CC1CN(C1)CC1COC=2C(=C3C=CC(=NC3=CC2)C)O1 (2-[3-(1H-Indol-3-ylmethyl)-azetidin-1-ylmethyl]-8-methyl-2,3-dihydro-[1,4]dioxino[2,3-f]quinoline). Reaction SMILES: [CH3:1][C:2]1[CH:11]=[CH:10][C:9]2[C:4](=[CH:5][CH:6]=[C:7]3[O:15][CH2:14][C@H:13]([CH2:16]OS(C4C=CC(Br)=CC=4)(=O)=O)[O:12][C:8]3=2)[N:3]=1.[NH:28]1[CH2:31][CH:30]([CH2:32][C:33]2[C:41]3[C:36](=[CH:37][CH:38]=[CH:39][CH:40]=3)[NH:35][CH:34]=2)[CH2:29]1>>[NH:35]1[C:36]2[C:41](=[CH:40][CH:39]=[CH:38][CH:37]=2)[C:33]([CH2:32][CH:30]2[CH2:29][N:28]([CH2:16][CH:13]3[O:12][C:8]4=[C:9]5[C:4](=[CH:5][CH:6]=[C:7]4[O:15][CH2:14]3)[N:3]=[C:2]([CH3:1])[CH:11]=[CH:10]5)[CH2:31]2)=[CH:34]1. Procedure: This compound was prepared as described for Example 1, using (2R)-4-bromobenzenesulfonic acid 8-methyl-2,3-dihydro-[1,4]dioxino[2,3-f]quinolin-2-ylmethyl ester (0.26 g, 0.59 mmol), 3-azetidin-3-ylmethyl-1H-indole (0.11 g, 0.59 mmol), to afford 0.035 g of the (S)-enantiomer of the title compound as a light brown foam. 1H NMR (500 MHz, DMSO-D6): δ 2.74-2.82 (m, 3H), 2.90 (d, J=7.5 Hz, 2H), 2.96 (t, J=6.6 Hz, 2H), 3.03 (t, J=6.6 Hz, 2H), 3.51 (t, J=6.8 Hz, 2H), 3.42 (t, J=6.8 Hz, 2H), 4.08 (m, 1H),...